This data is from the Open Reaction Database (ORD), a public repository of structured organic reaction records. The task is: describe an organic reaction: reactants, conditions, products, and yield The reactants are C1CCOC1, [H-], CI, [Na+], CC1(C)C(C(=O)c2cn(CCN3CCOCC3)c3cc(O)ccc23)C1(C)C. Yields the product COc1ccc2c(C(=O)C3C(C)(C)C3(C)C)cn(CCN3CCOCC3)c2c1. Reaction SMILES: [CH2:32]1[O:33][CH2:34][CH2:35][CH2:36]1.[H-:29].[I:30][CH3:31].[Na+:28].[OH:1][c:2]1[cH:3][cH:4][c:5]2[c:6]([C:19](=[O:20])[CH:21]3[C:22]([CH3:26])([CH3:27])[C:23]3([CH3:24])[CH3:25])[cH:7][n:8]([CH2:11][CH2:12][N:13]3[CH2:14][CH2:15][O:16][CH2:17][CH2:18]3)[c:9]2[cH:10]1>>[O:1]([c:2]1[cH:3][cH:4][c:5]2[c:6]([C:19](=[O:20])[CH:21]3[C:22]([CH3:26])([CH3:27])[C:23]3([CH3:24])[CH3:25])[cH:7][n:8]([CH2:11][CH2:12][N:13]3[CH2:14][CH2:15][O:16][CH2:17][CH2:18]3)[c:9]2[cH:10]1)[CH3:31]. The product is CC(=O)N(CC1CN(c2ccc(C3CCS(=O)(=O)CC3)c(F)c2)C(=O)O1)C(=O)OCOC(=O)C(N)CC(C)C, Cl. As a reaction SMILES: [C:1]([CH3:2])(=[O:3])[N:4]([C:5](=[O:6])[O:7][CH2:8][O:9][C:10]([CH:11]([CH2:12][CH:13]([CH3:14])[CH3:15])[NH:16][C:17]([O:18][C:19]([CH3:20])([CH3:21])[CH3:22])=[O:23])=[O:24])[CH2:25][CH:26]1[CH2:27][N:28]([c:32]2[cH:33][c:34]([F:46])[c:35]([CH:38]3[CH2:39][CH2:40][S:41](=[O:44])(=[O:45])[CH2:42][CH2:43]3)[cH:36][cH:37]2)[C:29](=[O:31])[O:30]1.[CH2:56]1[O:57][CH2:58][CH2:59][CH2:60]1.[CH3:47][O:48][c:49]1[cH:50][cH:51][cH:52][cH:53][cH:54]1.[ClH:55]>>[C:1]([CH3:2])(=[O:3])[N:4]([C:5](=[O:6])[O:7][CH2:8][O:9][C:10]([CH:11]([CH2:12][CH:13]([CH3:14])[CH3:15])[NH2:16])=[O:24])[CH2:25][CH:26]1[CH2:27][N:28]([c:32]2[cH:33][c:34]([F:46])[c:35]([CH:38]3[CH2:39][CH2:40][S:41](=[O:44])(=[O:45])[CH2:42][CH2:43]3)[cH:36][cH:37]2)[C:29](=[O:31])[O:30]1.[ClH:55]. Starting materials: CC(=O)N(CC1CN(c2ccc(C3CCS(=O)(=O)CC3)c(F)c2)C(=O)O1)C(=O)OCOC(=O)C(CC(C)C)NC(=O)OC(C)(C)C, C1CCOC1, COc1ccccc1, Cl. Reactants: CC(C)(C)OC(=O)N1CCC(n2ncc3c(Cl)ncnc32)CC1, O=C([O-])[O-], CCc1cc(O)nc(C)n1, [K+], [K+]. The product is CCc1cc(Oc2ncnc3c2cnn3C2CCN(C(=O)OC(C)(C)C)CC2)nc(C)n1. RXN SMILES: [C:1]([CH3:2])([CH3:3])([CH3:4])[O:5][C:6](=[O:7])[N:8]1[CH2:9][CH2:10][CH:11]([n:14]2[n:15][cH:16][c:17]3[c:18]2[n:19][cH:20][n:21][c:22]3[Cl:23])[CH2:12][CH2:13]1.[C:34](=[O:35])([O-:36])[O-:37].[CH2:24]([CH3:25])[c:26]1[n:27][c:28]([CH3:33])[n:29][c:30]([OH:32])[cH:31]1.[K+:38].[K+:39]>>[C:1]([CH3:2])([CH3:3])([CH3:4])[O:5][C:6](=[O:7])[N:8]1[CH2:9][CH2:10][CH:11]([n:14]2[n:15][cH:16][c:17]3[c:18]2[n:19][cH:20][n:21][c:22]3[O:32][c:30]2[n:29][c:28]([CH3:33])[n:27][c:26]([CH2:24][CH3:25])[cH:31]2)[CH2:12][CH2:13]1. Reactants: O=CO, [Na+], [OH-], O, OO, ClCCCCSc1ccccc1. Yields the product O=S(=O)(CCCCCl)c1ccccc1. Reaction SMILES: [CH:18]([OH:19])=[O:20].[Na+:17].[OH-:16].[OH2:15].[OH:1][OH:2].[c:3]1([S:9][CH2:10][CH2:11][CH2:12][CH2:13][Cl:14])[cH:4][cH:5][cH:6][cH:7][cH:8]1>>[c:3]1([S:9]([CH2:10][CH2:11][CH2:12][CH2:13][Cl:14])(=[O:15])=[O:16])[cH:4][cH:5][cH:6][cH:7][cH:8]1. Starting materials: CC(C)(C)OC(=O)N1CCC(=O)CC1, C[Si](C)(C)Cl, CCCCCC, CN(C)C=O. Yields the product CC(C)(C)OC(=O)N1CC=C(O[Si](C)(C)C)CC1. Reaction SMILES: [C:1]([CH3:2])([CH3:3])([CH3:4])[O:5][C:6](=[O:7])[N:8]1[CH2:9][CH2:10][C:11](=[O:14])[CH2:12][CH2:13]1.[CH3:15][Si:16]([CH3:17])([CH3:18])[Cl:19].[CH3:20][CH2:21][CH2:22][CH2:23][CH2:24][CH3:25].[O:26]=[CH:27][N:28]([CH3:29])[CH3:30]>>[C:1]([CH3:2])([CH3:3])([CH3:4])[O:5][C:6](=[O:7])[N:8]1[CH2:9][CH:10]=[C:11]([O:14][Si:16]([CH3:15])([CH3:17])[CH3:18])[CH2:12][CH2:13]1. The reactants are Cc1cc(Br)cs1, CCOC(C)=O, O=Cc1ccccc1B(O)O, [Na+], [Na+], O=C([O-])[O-]. The product is Cc1cc(-c2ccccc2C=O)cs1. Reaction SMILES: [Br:1][c:2]1[cH:3][c:4]([CH3:7])[s:5][cH:6]1.[CH3:25][CH2:26][O:27][C:28](=[O:29])[CH3:30].[CH:8](=[O:9])[c:10]1[c:11]([B:16]([OH:17])[OH:18])[cH:12][cH:13][cH:14][cH:15]1.[Na+:19].[Na+:20].[O-:21][C:22](=[O:23])[O-:24]>>[c:2]1(-[c:11]2[c:10]([CH:8]=[O:9])[cH:15][cH:14][cH:13][cH:12]2)[cH:3][c:4]([CH3:7])[s:5][cH:6]1. The reactants are Br, CN1CCC2(C)CC(C1)C(O)c1ccccc12, O, P. The product is CN1CCC2(C)CC(Cc3ccccc32)C1. As a reaction SMILES: [BrH:1].[CH3:3][C:4]12[CH2:5][CH2:6][N:7]([CH3:19])[CH2:8][CH:9]([CH:10]([OH:17])[c:11]3[c:12]1[cH:13][cH:14][cH:15][cH:16]3)[CH2:18]2.[OH2:20].[P:2]>>[CH3:3][C:4]12[CH2:5][CH2:6][N:7]([CH3:19])[CH2:8][CH:9]([CH2:10][c:11]3[c:12]1[cH:13][cH:14][cH:15][cH:16]3)[CH2:18]2. The reactants are COC(=O)c1cc(COc2ccc(I)cc2)c(C)o1, Cl, [Li+], C1CCOC1, [OH-], O. Product: Cc1oc(C(=O)O)cc1COc1ccc(I)cc1. RXN SMILES: [CH3:1][O:2][C:3](=[O:4])[c:5]1[o:6][c:7]([CH3:19])[c:8]([CH2:10][O:11][c:12]2[cH:13][cH:14][c:15]([I:18])[cH:16][cH:17]2)[cH:9]1.[ClH:22].[Li+:20].[O:23]1[CH2:24][CH2:25][CH2:26][CH2:27]1.[OH-:21].[OH2:28]>>[O:2]=[C:3]([OH:4])[c:5]1[o:6][c:7]([CH3:19])[c:8]([CH2:10][O:11][c:12]2[cH:13][cH:14][c:15]([I:18])[cH:16][cH:17]2)[cH:9]1. Starting materials: CC(C)CC(=O)Cl, CCC1CNC(c2cccc(C#N)c2)O1, ClCCl, c1ccncc1. The product is CCC1CN(C(=O)CC(C)C)C(c2cccc(C#N)c2)O1. As a reaction SMILES: [C:1]([CH2:2][CH:3]([CH3:4])[CH3:5])(=[O:6])[Cl:7].[C:8](#[N:9])[c:10]1[cH:11][c:12]([CH:16]2[O:17][CH:18]([CH2:21][CH3:22])[CH2:19][NH:20]2)[cH:13][cH:14][cH:15]1.[CH2:29]([Cl:30])[Cl:31].[cH:23]1[cH:24][cH:25][n:26][cH:27][cH:28]1>>[C:1]([CH2:2][CH:3]([CH3:4])[CH3:5])(=[O:6])[N:20]1[CH:16]([c:12]2[cH:11][c:10]([C:8]#[N:9])[cH:15][cH:14][cH:13]2)[O:17][CH:18]([CH2:21][CH3:22])[CH2:19]1. Product: S(=O)(=O)(C(F)(F)F)OS(=O)(=O)C(F)(F)F (triflic anhydride). Reaction SMILES: C=C=O.[OH:4][S:5]([C:8]([F:11])([F:10])[F:9])(=[O:7])=[O:6].[O:12](C(=O)C)[S:13]([C:16]([F:19])([F:18])[F:17])(=O)=[O:14].O(C(=O)C(C)C)S(C(F)(F)F)(=O)=O>>[S:5]([O:4][S:13]([C:16]([F:19])([F:18])[F:17])(=[O:14])=[O:12])([C:8]([F:11])([F:10])[F:9])(=[O:7])=[O:6]. Procedure: The process of the present invention may be operated in a batch, continuous or semi-continuous manner. For example, the process may be carried out by first reacting a ketene and triflic acid in a reaction vessel equipped with a distillation column. This vessel containing the mixed anhydride then may be heated to effect reactive distillation of the contents of the reaction vessel and recover triflic anhydride from the upper section of the distillation column. The process for the coproduction of t... Reactants: C=C=O (ketene), anhydride, O(S(=O)(=O)C(F)(F)F)C(C)=O (acetyl triflate), OS(=O)(=O)C(F)(F)F (triflic acid), anhydride, O(S(=O)(=O)C(F)(F)F)C(C(C)C)=O (isobutyryl triflate).